From a dataset of the Open Reaction Database (ORD), a public repository of structured organic reaction records. describe an organic reaction: reactants, conditions, products, and yield Starting materials: B.C1CCOC1 (BH3.THF), C1=CCCCC1 (cyclohexene), C1=CCCCC1.O1CCCC1 (cyclohexene THF). Run in O1CCCC1 (tetrahydrofuran). Reaction conditions: temperature 0 celsius. Yields the product C1(CCCCC1)BC1CCCCC1 (dicyclohexylborane). Reaction SMILES: [BH3:1].C1COCC1.[CH:7]1[CH2:12][CH2:11][CH2:10][CH2:9][CH:8]=1.[CH:13]1[CH2:18][CH2:17][CH2:16][CH2:15][CH:14]=1.O1CCCC1>O1CCCC1>[CH:7]1([BH:1][CH:13]2[CH2:18][CH2:17][CH2:16][CH2:15][CH2:14]2)[CH2:12][CH2:11][CH2:10][CH2:9][CH2:8]1 |f:0.1,3.4|. Procedure: A 100 ml, three-necked, round-bottomed flask was sparged with nitrogen and equipped with a 25 ml dropping funnel, a thermometer, a stir bar and a septum. The flask was charged with 13.0 ml (13.0 mmol) BH3.THF adduct and cooled to 0° C. in an ice bath. The dropping funnel was charged with 2.64 ml (26.0 mmol) cyclohexene and 10 ml tetrahydrofuran (THF). The cyclohexene/THF mixture was added dropwise over 35 min. A white solid (dicyclohexylborane) formed. The reaction mixture was stirred for one ho... The reactants are N1[C@H](CCCC1)C(=O)NC1(CC1)C1=CC=C(C(=O)OC)C=C1 ((R)-methyl 4-(1-(piperidine-2-carboxamido)cyclopropyl)benzoate), FC1=C(C=C(C=O)C=C1)C (4-fluoro-3-methyl benzaldehyde), [BH-](OC(=O)C)(OC(=O)C)OC(=O)C.[Na+] (NaBH(OAc)3), CC(=O)O (CH3COOH). Solvent: C(Cl)Cl (DCM). Reaction conditions: temperature 110 celsius. Yields the product FC1=C(C=C(CN2[C@H](CCCC2)C(=O)NC2(CC2)C2=CC=C(C(=O)OC)C=C2)C=C1)C ((R)-methyl 4-(1-(1-(4-fluoro-3-methylbenzyl)piperidine-2-carboxamido)cyclopropyl)benzoate). Yield: 59.8%. As a reaction SMILES: [NH:1]1[CH2:6][CH2:5][CH2:4][CH2:3][C@@H:2]1[C:7]([NH:9][C:10]1([C:13]2[CH:22]=[CH:21][C:16]([C:17]([O:19][CH3:20])=[O:18])=[CH:15][CH:14]=2)[CH2:12][CH2:11]1)=[O:8].[F:23][C:24]1[CH:31]=[CH:30][C:27]([CH:28]=O)=[CH:26][C:25]=1[CH3:32].[BH-](OC(C)=O)(OC(C)=O)OC(C)=O.[Na+].CC(O)=O>C(Cl)Cl>[F:23][C:24]1[CH:31]=[CH:30][C:27]([CH2:28][N:1]2[CH2:6][CH2:5][CH2:4][CH2:3][C@@H:2]2[C:7]([NH:9][C:10]2([C:13]3[CH:14]=[CH:15][C:16]([C:17]([O:19][CH3:20])=[O:18])=[CH:21][CH:22]=3)[CH2:12][CH2:11]2)=[O:8])=[CH:26][C:25]=1[CH3:32] |f:2.3|. Reported procedure: A mixture of (R)-methyl 4-(1-(piperidine-2-carboxamido)cyclopropyl)benzoate (D13) (40 mg, 0.13 mmol) and 4-fluoro-3-methyl benzaldehyde (0.02 ml, 0.16 mmol), NaBH(OAc)3 (84 mg, 0.4 mmol) and CH3COOH (0.076 ml, 1.3 mmol) in DCM (10 ml) was heated at 110° C. (2 cycles of 5 min each) under microwave irradiation. The resulting mixture was purified by SPE-Si (2 g) eluting with a mixture DCM/AcOEt from 100/0 to 80/20. Collected fractions after solvent evaporation afforded the title compound (D29) (33 ... The reactants are C([O-])([O-])=O.[Cs+].[Cs+] (cesium carbonate), CC1(OB(OC1(C)C)C=1C=C2CNC(C2=CC1)=O)C (5-(4,4,5,5-tetramethyl-1,3,2-dioxaborolan-2-yl)isoindolin-1-one), BrC1=C(C(=C(C=C1)OC(F)F)OC)OCC1=CC=C(C=C1)S(=O)(=O)C (1-bromo-4-(difluoromethoxy)-3-methoxy-2-(4-(methylsulfonyl)benzyloxy)benzene). The reagents and catalysts are [Pd].C1(=CC=CC=C1)P(C1=CC=CC=C1)C1=CC=CC=C1.C1(=CC=CC=C1)P(C1=CC=CC=C1)C1=CC=CC=C1.C1(=CC=CC=C1)P(C1=CC=CC=C1)C1=CC=CC=C1.C1(=CC=CC=C1)P(C1=CC=CC=C1)C1=CC=CC=C1 (tetrakis(triphenylphosphine) palladium(0)). Solvent: CN(C=O)C (dimethylformamide). Run at temperature 85 celsius. The product is FC(OC1=C(C(=C(C=C1)C=1C=C2CNC(C2=CC1)=O)OCC1=CC=C(C=C1)S(=O)(=O)C)OC)F (5-[4-Difluoromethoxy-2-(4-methanesulfonyl-benzyloxy)-3-methoxy-phenyl]-2,3-dihydro-isoindol-1-one). Yield: 22.4%. Reaction SMILES: Br[C:2]1[CH:7]=[CH:6][C:5]([O:8][CH:9]([F:11])[F:10])=[C:4]([O:12][CH3:13])[C:3]=1[O:14][CH2:15][C:16]1[CH:21]=[CH:20][C:19]([S:22]([CH3:25])(=[O:24])=[O:23])=[CH:18][CH:17]=1.C(=O)([O-])[O-].[Cs+].[Cs+].CC1(C)C(C)(C)OB([C:40]2[CH:41]=[C:42]3[C:46](=[CH:47][CH:48]=2)[C:45](=[O:49])[NH:44][CH2:43]3)O1>CN(C)C=O.[Pd].C1(P(C2C=CC=CC=2)C2C=CC=CC=2)C=CC=CC=1.C1(P(C2C=CC=CC=2)C2C=CC=CC=2)C=CC=CC=1.C1(P(C2C=CC=CC=2)C2C=CC=CC=2)C=CC=CC=1.C1(P(C2C=CC=CC=2)C2C=CC=CC=2)C=CC=CC=1>[F:10][CH:9]([F:11])[O:8][C:5]1[CH:6]=[CH:7][C:2]([C:40]2[CH:41]=[C:42]3[C:46](=[CH:47][CH:48]=2)[C:45](=[O:49])[NH:44][CH2:43]3)=[C:3]([O:14][CH2:15][C:16]2[CH:21]=[CH:20][C:19]([S:22]([CH3:25])(=[O:24])=[O:23])=[CH:18][CH:17]=2)[C:4]=1[O:12][CH3:13] |f:1.2.3,6.7.8.9.10|. Reported procedure: To a stirring solution of 1-bromo-4-(difluoromethoxy)-3-methoxy-2-(4-(methylsulfonyl)benzyloxy)benzene (200 mg, 0.457 mmol) in dimethylformamide (10 mL) was purged with argon for 1 h. To this cesium carbonate (445 mg, 1.371 mmol), tetrakis(triphenylphosphine) palladium(0) (26 mg, 0.022 mmol) and 5-(4,4,5,5-tetramethyl-1,3,2-dioxaborolan-2-yl)isoindolin-1-one (142 mg, 0.548 mmol) were added and the resultant reaction mixture was heated to 80-90° C. for 3 h. The reaction mixture was cooled to RT, ...